Dataset: the Open Reaction Database (ORD), a public repository of structured organic reaction records. Task: describe an organic reaction: reactants, conditions, products, and yield Reactants: C(CCCCCC=C)C(C(=O)OCC)C(=O)OCC (diethyl 2-(7-octenyl)malonate), ICCCCCC(C(F)(F)F)(F)F (1-iodo-6,6,7,7,7-pentafluoroheptane). Product: FC(CCCCCC(C(=O)OCC)CCCCCCC=C)(C(F)(F)F)F (ethyl 2-(6,6,7,7,7-pentafluoroheptyl)-9-decenoate). Reaction SMILES: [CH2:1]([CH:9]([C:15](OCC)=O)[C:10]([O:12][CH2:13][CH3:14])=[O:11])[CH2:2][CH2:3][CH2:4][CH2:5][CH2:6][CH:7]=[CH2:8].IC[CH2:22][CH2:23][CH2:24][CH2:25][C:26]([F:32])([F:31])[C:27]([F:30])([F:29])[F:28]>>[F:31][C:26]([F:32])([C:27]([F:28])([F:29])[F:30])[CH2:25][CH2:24][CH2:23][CH2:22][CH2:15][CH:9]([CH2:1][CH2:2][CH2:3][CH2:4][CH2:5][CH2:6][CH:7]=[CH2:8])[C:10]([O:12][CH2:13][CH3:14])=[O:11]. Procedure: Starting with the diethyl 2-(7-octenyl)malonate prepared in Example 5 and the 1-iodo-6,6,7,7,7-pentafluoroheptane prepared in Example 3, the same procedure as shown in Example 5 was repeated to give ethyl 2-(6,6,7,7,7-pentafluoroheptyl)-9-decenoate. The reactants are ClC1=NC=CN=C1Cl (2,3-dichloropyrazine), CC1(OCC(O1)CO)C (2,2-dimethyl-4-hydroxymethyl-1,3-dioxolane), [H-].[Na+] (sodium hydride), ice water. Run in CN(P(N(C)C)(N(C)C)=O)C (hexamethylphosphoric acid triamide). Conditions: time 40 hour. The product is ClC1=NC=CN=C1OCC1OC(OC1)(C)C (4-(2-Chloro-3-pyrazinyloxymethyl)-2,2-dimethyl-1,3-dioxolane). RXN SMILES: [H-].[Na+].Cl[C:4]1[C:9]([Cl:10])=[N:8][CH:7]=[CH:6][N:5]=1.[CH3:11][C:12]1([CH3:19])[O:16][CH:15]([CH2:17][OH:18])[CH2:14][O:13]1>CN(C)P(=O)(N(C)C)N(C)C>[Cl:10][C:9]1[C:4]([O:18][CH2:17][CH:15]2[CH2:14][O:13][C:12]([CH3:19])([CH3:11])[O:16]2)=[N:5][CH:6]=[CH:7][N:8]=1 |f:0.1|. Reported procedure: 9.6 g of sodium hydride are added in portions, whilst stirring, to a solution of 59.6 g of 2,3-dichloropyrazine and 52.8 g of 2,2-dimethyl-4-hydroxymethyl-1,3-dioxolane in 500 ml of hexamethylphosphoric acid triamide at 0°-5° C. (duration of the addition: 40 minutes). The reaction mixture is then stirred for 40 hours at room temperature after which it is poured onto an ice-water mixture. The aqueous phase is extracted with diethyl ether. The combined organic extracts are washed with water, dried... Starting materials: C(C)OC(\C=C\C1=CC=C(C=C1)N1CCC(CC1)=O)=O ((E)-3-[4-(4-Oxo-piperidine-1-yl)-phenyl]-acrylic acid ethyl ester), NC[C@H](O)C=1C=CC(=C(C1)NS(=O)(=O)C)O (N-[5-((1R)-2-Amino-1-hydroxy-ethyl)-2-hydroxy-phenyl]-methanesulfonamide). Yields the product C(C)OC(\C=C\C1=CC=C(C=C1)N1CCC(CC1)NC[C@@H](C1=CC(=C(C=C1)O)NS(=O)(=O)C)O)=O ((E)-3-(4-{4-[(2R)-2-Hydroxy-2-(4-hydroxy-3-methanesulfonylamino-phenyl)-ethylamino]-piperidine-1-yl}-phenyl)-acrylic acid ethyl ester), yellow solid. Reaction SMILES: [CH2:1]([O:3][C:4](=[O:20])/[CH:5]=[CH:6]/[C:7]1[CH:12]=[CH:11][C:10]([N:13]2[CH2:18][CH2:17][C:16](=O)[CH2:15][CH2:14]2)=[CH:9][CH:8]=1)[CH3:2].[NH2:21][CH2:22][C@@H:23]([C:25]1[CH:26]=[CH:27][C:28]([OH:36])=[C:29]([NH:31][S:32]([CH3:35])(=[O:34])=[O:33])[CH:30]=1)[OH:24]>>[CH2:1]([O:3][C:4](=[O:20])/[CH:5]=[CH:6]/[C:7]1[CH:12]=[CH:11][C:10]([N:13]2[CH2:18][CH2:17][CH:16]([NH:21][CH2:22][C@H:23]([OH:24])[C:25]3[CH:26]=[CH:27][C:28]([OH:36])=[C:29]([NH:31][S:32]([CH3:35])(=[O:34])=[O:33])[CH:30]=3)[CH2:15][CH2:14]2)=[CH:9][CH:8]=1)[CH3:2]. Reported procedure: The title compound was prepared from (E)-3-[4-(4-oxo-piperidine-1-yl)-phenyl]-acrylic acid ethyl ester (which was obtained in Example 169) (0.27 g, 1.0 mmol) and N-[5-((1R)-2-Amino-1-hydroxy-ethyl)-2-hydroxy-phenyl]-methanesulfonamide (which was obtained in Example 10) (0.27 g, 1.1 mmol) according to the prodedure shown for Example 180 to give 0.40 g of yellow solid; m.p. 103-106° C.; 1H NMR (DMSO-d6) δ 1.24 (t, 3H), 1.20-1.45 (m, 2H), 1.75-1.95 (m, 2H), 2.55-2.95 (m, 5H), 2.92 (t, 3H), 3.67-3.8... Starting materials: COC1=C(CCCNC(=O)OC(C)(C)C)Cc2c(ccc(OC)c2OC)C1, CO, Cl. The product is Cl, COc1ccc2c(c1OC)CC1CCCN=C1C2. Reaction SMILES: [C:1]([O:2][C:3](=[O:4])[NH:7][CH2:8][CH2:9][CH2:10][C:11]1=[C:20]([O:5][CH3:6])[CH2:19][c:18]2[c:13]([c:14]([O:25][CH3:26])[c:15]([O:23][CH3:24])[cH:16][cH:17]2)[CH2:12]1)([CH3:21])([CH3:22])[CH3:27].[CH3:29][OH:30].[ClH:28]>>[ClH:28].[N:7]1=[C:20]2[CH:11]([CH2:10][CH2:9][CH2:8]1)[CH2:12][c:13]1[c:14]([O:25][CH3:26])[c:15]([O:23][CH3:24])[cH:16][cH:17][c:18]1[CH2:19]2. Starting materials: C1CCOC1, ClCCl, O=[Cr](=O)([O-])Cl, C=CCC(O)(COC(=O)CCCCCCCCCCCCC)CO[Si](c1ccccc1)(c1ccccc1)C(C)(C)C, c1cc[nH+]cc1. Yields the product CCCCCCCCCCCCCC(=O)OCC1(CO[Si](c2ccccc2)(c2ccccc2)C(C)(C)C)CCC(=O)O1. RXN SMILES: [CH2:53]1[O:54][CH2:55][CH2:56][CH2:57]1.[Cl:58][CH2:59][Cl:60].[O:42]=[Cr:43]([Cl:44])([O-:45])=[O:46].[OH:1][C:2]([CH2:3][O:4][C:5]([CH2:6][CH2:7][CH2:8][CH2:9][CH2:10][CH2:11][CH2:12][CH2:13][CH2:14][CH2:15][CH2:16][CH2:17][CH3:18])=[O:19])([CH2:20][CH:21]=[CH2:22])[CH2:23][O:24][Si:25]([c:26]1[cH:27][cH:28][cH:29][cH:30][cH:31]1)([c:32]1[cH:33][cH:34][cH:35][cH:36][cH:37]1)[C:38]([CH3:39])([CH3:40])[CH3:41].[nH+:47]1[cH:48][cH:49][cH:50][cH:51][cH:52]1>>[O:1]1[C:2]([CH2:3][O:4][C:5]([CH2:6][CH2:7][CH2:8][CH2:9][CH2:10][CH2:11][CH2:12][CH2:13][CH2:14][CH2:15][CH2:16][CH2:17][CH3:18])=[O:19])([CH2:23][O:24][Si:25]([c:26]2[cH:27][cH:28][cH:29][cH:30][cH:31]2)([c:32]2[cH:33][cH:34][cH:35][cH:36][cH:37]2)[C:38]([CH3:39])([CH3:40])[CH3:41])[CH2:20][CH2:21][C:22]1=[O:42]. Starting materials: C(C)OC(=O)C1=CC(=NO1)C1=CC(=C(C=C1)[N+](=O)[O-])F (3-(3-fluoro-4-nitro-phenyl)-isoxazole-5-carboxylic acid ethyl ester), C(C)OC(=O)C1=CC(=NO1)C1=CC=C(C=C1)N (3-(4-Amino-phenyl)-isoxazol-5-carboxylic acid ethyl ester). Yields the product C(C)OC(=O)C1=CC(=NO1)C1=CC(=C(C=C1)N)F (3-(4-Amino-3-Fluoro-phenyl)-isoxazole-5-carboxylic acid ethyl ester). Isolated yield 55.0%. As a reaction SMILES: [CH2:1]([O:3][C:4]([C:6]1[O:10][N:9]=[C:8]([C:11]2[CH:16]=[CH:15][C:14]([N+:17]([O-])=O)=[C:13]([F:20])[CH:12]=2)[CH:7]=1)=[O:5])[CH3:2].C(OC(C1ON=C(C2C=CC(N)=CC=2)C=1)=O)C>>[CH2:1]([O:3][C:4]([C:6]1[O:10][N:9]=[C:8]([C:11]2[CH:16]=[CH:15][C:14]([NH2:17])=[C:13]([F:20])[CH:12]=2)[CH:7]=1)=[O:5])[CH3:2]. Reported procedure: The title compound was prepared from 3-(3-fluoro-4-nitro-phenyl)-isoxazole-5-carboxylic acid ethyl ester by following the procedure as described for the preparation of 3-(4-Amino-phenyl)-isoxazol-5-carboxylic acid ethyl ester (Example 1, Step 2) in 55% yield; MS (m/z): 250; 1H NMR (DMSO-d6) δ: 1.31 (t, 3H, CH2CH3), 4.36 (q, 2H, CH2CH3), 5.7 (s, 2H, NH2), 6.81 (t, 1H), 7.48 (d, 1H, J=9.0), 7.56 (d, 1H), 7.74 (s, 1H, 4-H).